From a dataset of the Open Reaction Database (ORD), a public repository of structured organic reaction records. describe an organic reaction: reactants, conditions, products, and yield The reactants are [N+](=O)([O-])C=1C=CC2=C(CCC(CC2)=O)C1 (2-nitro-5,6,8,9-tetrahydrobenzocyclohepten-7-one), ClCCCl (1,2-dichloroethane), N1CCOCC1 (morpholine), C(C)(=O)O (acetic acid), C(C)(=O)O[BH-](OC(C)=O)OC(C)=O.[Na+] (Sodium triacetoxyborohydride). Run in C(Cl)Cl (methylene chloride). Reaction conditions: time 8 hour. Yields the product [N+](=O)([O-])C=1C=CC2=C(CCC(CC2)N2CCOCC2)C1 (4-(2-nitro-6,7,8,9-tetrahydro-5H-benzocyclohepten-7-yl)-morpholine). The yield is 81.4%. As a reaction SMILES: [N+:1]([C:4]1[CH:5]=[CH:6][C:7]2[CH2:13][CH2:12][C:11](=O)[CH2:10][CH2:9][C:8]=2[CH:15]=1)([O-:3])=[O:2].ClCCCl.[NH:20]1[CH2:25][CH2:24][O:23][CH2:22][CH2:21]1.C(O)(=O)C.C(O[BH-](OC(=O)C)OC(=O)C)(=O)C.[Na+]>C(Cl)Cl>[N+:1]([C:4]1[CH:5]=[CH:6][C:7]2[CH2:13][CH2:12][CH:11]([N:20]3[CH2:25][CH2:24][O:23][CH2:22][CH2:21]3)[CH2:10][CH2:9][C:8]=2[CH:15]=1)([O-:3])=[O:2] |f:4.5|. Procedure details: To a stirred solution of 2-nitro-5,6,8,9-tetrahydrobenzocyclohepten-7-one (500 mg, 0.002 mol) in 1,2-dichloroethane (20 mL, 0.2 mol) was added morpholine (0.23 mL, 0.0027 mol) and acetic acid (0.15 mL, 0.0027 mol). Sodium triacetoxyborohydride (670 mg, 0.0032 mol) was then added to the reaction mixture and the contents stirred at room temperature overnight. The reaction mixture was cooled to 0° C., diluted with methylene chloride (20 mL), quenched with aqueous ammonium chloride (5 mL) and washed... Procedure details: With respect to 1 kg of the reaction solution generated in synthesis example 1, 1 L of toluene and 2 L of water were added. These components were stirred for 5 minutes and extraction was conducted. Then, the resultant substance was kept still for 15 to 20 minutes to be separated, and the upper toluene layer was recovered. The above-extracted solution and the same amount of 4% aqueous solution of sodium hydroxide were put into a separatory funnel, shaken and kept still. Then, the lower black liqu... Yields the product C1(CC2=CC=CC3=CC=CC1=C23)=O (acenaphthene-1-one). As a reaction SMILES: [C:1]1([CH3:7])[CH:6]=[CH:5][CH:4]=[CH:3][CH:2]=1.[OH2:8]>>[C:5]1(=[O:8])[C:6]2=[C:6]3[C:5](=[CH:3][CH:2]=[CH:1]2)[CH:4]=[CH:3][CH:2]=[C:1]3[CH2:7]1. Reactants: reaction solution, C1(=CC=CC=C1)C (toluene), O (water). Reaction conditions: time 5 minute. Reactants: CC(=O)O, C1CCOC1, COC(=O)OC, Cc1nc(-c2ccccc2)ncc1C(=O)O, CC(C)[N-]C(C)C, [Li+]. Yields the product COC(=O)Cc1nc(-c2ccccc2)ncc1C(=O)O. As a reaction SMILES: [C:31]([OH:32])(=[O:33])[CH3:34].[CH2:35]1[O:36][CH2:37][CH2:38][CH2:39]1.[CH3:17][O:18][C:19](=[O:20])[O:21][CH3:22].[CH3:1][c:2]1[n:3][c:4](-[c:11]2[cH:12][cH:13][cH:14][cH:15][cH:16]2)[n:5][cH:6][c:7]1[C:8](=[O:9])[OH:10].[CH3:24][CH:25]([N-:26][CH:27]([CH3:28])[CH3:29])[CH3:30].[Li+:23]>>[CH2:1]([c:2]1[n:3][c:4](-[c:11]2[cH:12][cH:13][cH:14][cH:15][cH:16]2)[n:5][cH:6][c:7]1[C:8](=[O:9])[OH:10])[C:19]([O:18][CH3:17])=[O:20]. Reactants: [Al+3], CN(C)C=O, COc1cccc(-c2cccnc2C(=O)O)c1, [Cl-], [Cl-], [Cl-], ClCCl, [Na+], [OH-], O, O=S(Cl)Cl. Yields the product COc1ccc2c(c1)-c1cccnc1C2=O. Reaction SMILES: [Al+3:23].[CH3:32][N:33]([CH3:34])[CH:35]=[O:36].[CH3:5][O:6][c:7]1[cH:8][c:9](-[c:13]2[c:14]([C:19](=[O:20])[OH:21])[n:15][cH:16][cH:17][cH:18]2)[cH:10][cH:11][cH:12]1.[Cl-:22].[Cl-:24].[Cl-:25].[Cl:28][CH2:29][Cl:30].[Na+:27].[OH-:26].[OH2:31].[S:1]([Cl:2])([Cl:3])=[O:4]>>[CH3:5][O:6][c:7]1[cH:8][c:9]2[c:10]([cH:11][cH:12]1)[C:19](=[O:21])[c:14]1[c:13]-2[cH:18][cH:17][cH:16][n:15]1. Reactants: ClCC=O (chloroacetaldehyde), N1=CC=C(C=C1)CS (4-picolyl mercaptan). The product is N1=CC=C(C=C1)CSCC=O (2-(4-Picolylthio)acetaldehyde). Reaction SMILES: Cl[CH2:2][CH:3]=[O:4].[N:5]1[CH:10]=[CH:9][C:8]([CH2:11][SH:12])=[CH:7][CH:6]=1>>[N:5]1[CH:10]=[CH:9][C:8]([CH2:11][S:12][CH2:2][CH:3]=[O:4])=[CH:7][CH:6]=1. Procedure details: By the method of the preceding Example, chloroacetaldehyde is reacted with 4-picolyl mercaptan to yield title product. Reactants: CCOC(CCCl)OCC, Cc1ccccc1C(C#N)C(C)C, Cc1ccccc1, [H-], [NH2-], [Na+], [Na], Cc1ccccc1C. Product: CCOC(CCC(C#N)(c1ccccc1C)C(C)C)OCC. Reaction SMILES: [CH2:14]([CH3:15])[O:16][CH:17]([CH2:18][CH2:19][Cl:20])[O:21][CH2:22][CH3:23].[CH3:1][c:2]1[c:3]([CH:8]([C:9]#[N:10])[CH:11]([CH3:12])[CH3:13])[cH:4][cH:5][cH:6][cH:7]1.[CH3:28][c:29]1[cH:30][cH:31][cH:32][cH:33][cH:34]1.[H-:24].[NH2-:27].[Na+:25].[Na:26].[c:35]1([CH3:36])[c:37]([CH3:38])[cH:39][cH:40][cH:41][cH:42]1>>[CH3:1][c:2]1[c:3]([C:8]([C:9]#[N:10])([CH:11]([CH3:12])[CH3:13])[CH2:19][CH2:18][CH:17]([O:16][CH2:14][CH3:15])[O:21][CH2:22][CH3:23])[cH:4][cH:5][cH:6][cH:7]1. Reactants: OC(C#CCCCCC)C1C(C(CC1)=O)CCCCCCC(=O)O (2-(1-hydroxy-2-octynyl)-5-oxocyclopentaneheptanoic acid). Reagents/catalysts: [Pd].CC(=O)[O-].CC(=O)[O-].[Pb+2] (Lindlar catalyst). Solvent: C(C)(=O)OCC (ethyl acetate). Yields the product OC(C=CCCCCC)[C@@H]1[C@@H](C(CC1)=O)CCCCCCC(=O)O (cis-2-(1-Hydroxy-2-octenyl)-5-oxocyclopentaneheptanoic Acid). As a reaction SMILES: [OH:1][CH:2]([CH:10]1[CH2:14][CH2:13][C:12](=[O:15])[CH:11]1[CH2:16][CH2:17][CH2:18][CH2:19][CH2:20][CH2:21][C:22]([OH:24])=[O:23])[C:3]#[C:4][CH2:5][CH2:6][CH2:7][CH2:8][CH3:9]>C(OCC)(=O)C.[Pd].CC([O-])=O.CC([O-])=O.[Pb+2]>[OH:1][CH:2]([C@H:10]1[CH2:14][CH2:13][C:12](=[O:15])[C@H:11]1[CH2:16][CH2:17][CH2:18][CH2:19][CH2:20][CH2:21][C:22]([OH:24])=[O:23])[CH:3]=[CH:4][CH2:5][CH2:6][CH2:7][CH2:8][CH3:9] |f:2.3.4.5|. Procedure: A solution of 2-(1-hydroxy-2-octynyl)-5-oxocyclopentaneheptanoic acid (1.12 g), described in Example 3, in 20 ml of ethyl acetate is subjected to hydrogenation with Lindlar catalyst (200 mg) to yield the title compound which is purified by chromatography on silica gel. [Lindlar catalyst is a mixture of palladium and lead oxide on calcium carbonate, H. Lindlar, Helv. Chim. Acta, 35, 446 (1952)]. The title compound has νmaxfilm (broad OH absorption) 1730, 1710 cm-1 ; nmr (CDCl3) δ 5.54 (m, 2H), 7.... The reactants are COc1ccc(C(OC)C(=O)O)c(F)c1, N#Cc1ccc(CN)c(Cl)c1. Product: COc1ccc(C(OC)C(=O)NCc2ccc(C#N)cc2Cl)c(F)c1. RXN SMILES: [F:1][c:2]1[c:3]([CH:10]([C:11](=[O:12])[OH:13])[O:14][CH3:15])[cH:4][cH:5][c:6]([O:8][CH3:9])[cH:7]1.[NH2:16][CH2:17][c:18]1[c:19]([Cl:26])[cH:20][c:21]([C:22]#[N:23])[cH:24][cH:25]1>>[F:1][c:2]1[c:3]([CH:10]([C:11](=[O:13])[NH:16][CH2:17][c:18]2[c:19]([Cl:26])[cH:20][c:21]([C:22]#[N:23])[cH:24][cH:25]2)[O:14][CH3:15])[cH:4][cH:5][c:6]([O:8][CH3:9])[cH:7]1. Starting materials: C(#N)C1=CC(=C(C(=O)O)C=C1)C (4-cyano-2-methylbenzoic acid), S(=O)(Cl)Cl (thionyl chloride), CN(C=O)C (dimethylformamide), resultant mixture. Run in C1(=CC=CC=C1)C (toluene). Product: C(#N)C1=CC(=C(C(=O)Cl)C=C1)C (4-cyano-2-methylbenzoyl chloride). The yield is 100.0%. Reaction SMILES: [C:1]([C:3]1[CH:11]=[CH:10][C:6]([C:7](O)=[O:8])=[C:5]([CH3:12])[CH:4]=1)#[N:2].S(Cl)([Cl:15])=O.CN(C)C=O>C1(C)C=CC=CC=1>[C:1]([C:3]1[CH:11]=[CH:10][C:6]([C:7]([Cl:15])=[O:8])=[C:5]([CH3:12])[CH:4]=1)#[N:2]. Procedure details: To a solution of A-4 (4-cyano-2-methylbenzoic acid) (20 g, 0.124 mol) in toluene (200 mL) was added thionyl chloride (18 mL, 0.248 mol), and catalytic amount of dimethylformamide (0.5 mL). The resultant mixture was stirred at 70° C. for 14 h, and concentrated under reduced pressure to give A-5 (4-cyano-2-methylbenzoyl chloride) (24 g, yield 100%), which was used in the next step without further purification.